From a dataset of the Open Reaction Database (ORD), a public repository of structured organic reaction records. describe an organic reaction: reactants, conditions, products, and yield Reactants: NC1=CC=C(OC2=NC(=NC=C2)NCCCO)C=C1 (3-[4-(4-Amino-phenoxy)-pyrimidin-2-ylamino]-propan-1-ol), C(=O)(N1C=NC=C1)N1C=NC=C1 (1,1′-Carbonyl-diimidazol), COC1=C(N)C=C(C=C1)C(F)(F)F (2-methoxy-5-(trifluoromethyl)aniline), C1CCOC1 (THF). The solvent is ClCCl (dichloromethane), ClCCl (dichloromethane). Run at time 2 hour. Yields the product OCCCNC1=NC=CC(=N1)OC1=CC=C(C=C1)NC(=O)NC1=C(C=CC(=C1)C(F)(F)F)OC (1-{4-[2-(3-Hydroxy-propylamino)-pyrimidin-4-yloxy]-phenyl}-3-(2-methoxy-5-trifluoromethyl-phenyl)-urea). Reaction SMILES: [C:1]([N:8]1[CH:12]=[CH:11]N=C1)([N:3]1[CH:7]=[CH:6]N=C1)=[O:2].[CH3:13][O:14][C:15]1[CH:21]=[CH:20][C:19]([C:22]([F:25])([F:24])[F:23])=CC=1N.C1COCC1.NC1C=[CH:48][C:35]([O:36][C:37]2[CH:42]=[CH:41][N:40]=[C:39]([NH:43][CH2:44][CH2:45][CH2:46][OH:47])[N:38]=2)=[CH:34][CH:33]=1>ClCCl>[OH:47][CH2:46][CH2:45][CH2:44][NH:43][C:39]1[N:38]=[C:37]([O:36][C:35]2[CH:48]=[CH:11][C:12]([NH:8][C:1]([NH:3][C:7]3[CH:6]=[C:19]([C:22]([F:23])([F:24])[F:25])[CH:20]=[CH:21][C:15]=3[O:14][CH3:13])=[O:2])=[CH:33][CH:34]=2)[CH:42]=[CH:41][N:40]=1. Procedure details: 205.6 mg (1.268 mmol) 1,1′-Carbonyl-diimidazol (CDI) were given to a solution of 220.3 mg (1.153 mmol) 2-methoxy-5-(trifluoromethyl)aniline in 4.0 ml dichloromethane. After stirring for 2 h a formed precipitate was dissolved by addition of 5 ml THF and the mixture stirred for 12 h at r.t. A solution of 300.0 mg (1.153 mmol) 3-[4-(4-Amino-phenoxy)-pyrimidin-2-ylamino]-propan-1-ol in 6 ml dichloromethane was added and the mixture stirred for 5 d at r.t. The reaction mixture was evaporated and the ... Reactants: C(#N)C1=C(C(=C(C=C1)C=1C=NN(C1O)C1=NC=C(C(=O)O)C=C1)C)F (6-(4-(4-cyano-3-fluoro-2-methylphenyl)-5-hydroxy-1H-pyrazol-1-yl)nicotinic acid), C(C)N1C[C@@H](NCC1)C ((S)-1-ethyl-3-methylpiperazine). The product is C(C)N1C[C@@H](N(CC1)C(=O)C=1C=CC(=NC1)N1N=CC(=C1O)C1=C(C(=C(C#N)C=C1)F)C)C ((S)-4-(1-(5-(4-ethyl-2-methylpiperazine-1-carbonyl)pyridin-2-yl)-5-hydroxy-1H-pyrazol-4-yl)-2-fluoro-3-methylbenzonitrile). RXN SMILES: [C:1]([C:3]1[CH:8]=[CH:7][C:6]([C:9]2[CH:10]=[N:11][N:12]([C:15]3[CH:23]=[CH:22][C:18]([C:19]([OH:21])=O)=[CH:17][N:16]=3)[C:13]=2[OH:14])=[C:5]([CH3:24])[C:4]=1[F:25])#[N:2].[CH2:26]([N:28]1[CH2:33][CH2:32][NH:31][C@@H:30]([CH3:34])[CH2:29]1)[CH3:27]>>[CH2:26]([N:28]1[CH2:33][CH2:32][N:31]([C:19]([C:18]2[CH:22]=[CH:23][C:15]([N:12]3[C:13]([OH:14])=[C:9]([C:6]4[CH:7]=[CH:8][C:3]([C:1]#[N:2])=[C:4]([F:25])[C:5]=4[CH3:24])[CH:10]=[N:11]3)=[N:16][CH:17]=2)=[O:21])[C@@H:30]([CH3:34])[CH2:29]1)[CH3:27]. Procedure details: The title compound was prepared in a manner similar to Example 303 using 6-(4-(4-cyano-3-fluoro-2-methylphenyl)-5-hydroxy-1H-pyrazol-1-yl)nicotinic acid and (S)-1-ethyl-3-methylpiperazine. 1H NMR (400 MHz, DMSO-d6) δ ppm 1.24 (t, J=7.20 Hz, 3H) 1.38 (d, J=7.07 Hz, 3H) 2.33 (d, J=2.27 Hz, 3H) 2.68-5.32 (m, 9H) 7.63 (d, J=7.33 Hz, 1H) 7.70-7.80 (m, 1H) 7.94-8.73 (m, 4H) 8.97-10.49 (m, 1H). ESI-MS m/z [M+H]+449.3.